Dataset: the Open Reaction Database (ORD), a public repository of structured organic reaction records. Task: describe an organic reaction: reactants, conditions, products, and yield Starting materials: COC(=O)C=1[C@H](NC(N(C1C)C1=CC(=CC=C1)C(F)(F)F)=O)C1=CC=C(C=C1)C#N ((R)-4-(4-cyano-phenyl)-6-methyl-2-oxo-1-(3-trifluoromethyl-phenyl)-1,2,3,4-tetrahydro-pyrimidine-5-carboxylic acid methyl ester), COC=1C=CC(=CC1)P2(=S)SP(=S)(S2)C=3C=CC(=CC3)OC (Lawesson's reagent). Run in C1(=CC=CC=C1)C (toluene). Run at temperature 120 celsius, time 17 hour. Yields the product COC(=O)C=1[C@H](NC(N(C1C)C1=CC(=CC=C1)C(F)(F)F)=S)C1=CC=C(C=C1)C#N ((R)-4-(4-Cyanophenyl)-6-methyl-2-thioxo-1-(3-trifluoromethylphenyl)-1,2,3,4-tetrahydro-pyrimidine-5-carboxylic acid methyl ester). Yield: 31.8%. As a reaction SMILES: [CH3:1][O:2][C:3]([C:5]1[C@@H:6]([C:23]2[CH:28]=[CH:27][C:26]([C:29]#[N:30])=[CH:25][CH:24]=2)[NH:7][C:8](=O)[N:9]([C:12]2[CH:17]=[CH:16][CH:15]=[C:14]([C:18]([F:21])([F:20])[F:19])[CH:13]=2)[C:10]=1[CH3:11])=[O:4].COC1C=CC(P2(SP(C3C=CC(OC)=CC=3)(=S)S2)=[S:40])=CC=1>C1(C)C=CC=CC=1>[CH3:1][O:2][C:3]([C:5]1[C@@H:6]([C:23]2[CH:28]=[CH:27][C:26]([C:29]#[N:30])=[CH:25][CH:24]=2)[NH:7][C:8](=[S:40])[N:9]([C:12]2[CH:17]=[CH:16][CH:15]=[C:14]([C:18]([F:21])([F:20])[F:19])[CH:13]=2)[C:10]=1[CH3:11])=[O:4]. Procedure: To a solution of (R)-4-(4-cyano-phenyl)-6-methyl-2-oxo-1-(3-trifluoromethyl-phenyl)-1,2,3,4-tetrahydro-pyrimidine-5-carboxylic acid methyl ester (14.5 g, 35 mmol) (prepared according to WO 2006/082412, which is incorporated herein by reference in its entirety) in toluene (105 mL) under an atmosphere of N2, was added Lawesson's reagent (17 g, 42 mmol), and the resulting mixture stirred at 120° C. for 17 hours. The reaction mixture was allowed to cool to RT and then evaporated in vacuo. The result... Reactants: C(C)(=O)OCC.CCCCCCC (ethyl acetate heptane), ClC1=C2C(=NC=NC2=C(C=C1)O)N(C)C (5-chloro-4-(dimethylamino)-8-quinazolinol), [H-].[Na+] (sodium hydride), oil, C(C=C)(=O)Cl (acryloyl chloride). Solvent: C(C)(=O)OCC (ethyl acetate), CN(C=O)C (N,N-dimethylformamide), O1CCCC1 (tetrahydrofuran). Run at temperature 10 celsius, time 10 minute. Yields the product C(C=C)(=O)OC=1C=CC(=C2C(=NC=NC12)N(C)C)Cl (5-Chloro-4-(dimethylamino)-8-quinazolinyl acrylate). RXN SMILES: [Cl:1][C:2]1[CH:11]=[CH:10][C:9]([OH:12])=[C:8]2[C:3]=1[C:4]([N:13]([CH3:15])[CH3:14])=[N:5][CH:6]=[N:7]2.[H-].[Na+].[C:18](Cl)(=[O:21])[CH:19]=[CH2:20].C(OCC)(=O)C.CCCCCCC>CN(C)C=O.O1CCCC1.C(OCC)(=O)C>[C:18]([O:12][C:9]1[CH:10]=[CH:11][C:2]([Cl:1])=[C:3]2[C:8]=1[N:7]=[CH:6][N:5]=[C:4]2[N:13]([CH3:15])[CH3:14])(=[O:21])[CH:19]=[CH2:20] |f:1.2,4.5|. Procedure: A solution of 5-chloro-4-(dimethylamino)-8-quinazolinol (0.65 g, 2.91 mmol) in N,N-dimethylformamide is treated in a single portion with a 60% sodium hydride dispersion in mineral oil (0.13 g, 3.25 mmol) at 50° C., stirred for 10 minutes, cooled to 10° C., treated with a solution of acryloyl chloride (0.29 g, 3.20 mmol) in tetrahydrofuran, stirred for 1 hour and diluted with ethyl acetate. The organic solution is washed sequentially with water and brine, dried over Na2SO4 and concentrated in vac...